The task is: describe an organic reaction: reactants, conditions, products, and yield. This data is from the Open Reaction Database (ORD), a public repository of structured organic reaction records. Starting materials: COC(COC1=C2C(=C(C(=NC2=C(C=C1)F)CC)CC1=CC=C(C=C1)C(C)=O)OC(F)F)=O ([3-(4-acetylbenzyl)-4-difluoromethoxy-2-ethyl-8-fluoroquinolin-5-yloxy]acetic acid methyl ester), [OH-].[Li+] (lithium hydroxide). Run in CO (methanol). Reaction conditions: time 30 minute. The product is C(C)(=O)C1=CC=C(CC=2C(=NC3=C(C=CC(=C3C2OC(F)F)OCC(=O)O)F)CC)C=C1 ([3-(4-acetylbenzyl)-4-difluoromethoxy-2-ethyl-8-fluoroquinolin-5-yloxy]acetic acid). Yield: 158.7%. RXN SMILES: C[O:2][C:3](=[O:33])[CH2:4][O:5][C:6]1[CH:15]=[CH:14][C:13]([F:16])=[C:12]2[C:7]=1[C:8]([O:29][CH:30]([F:32])[F:31])=[C:9]([CH2:19][C:20]1[CH:25]=[CH:24][C:23]([C:26](=[O:28])[CH3:27])=[CH:22][CH:21]=1)[C:10]([CH2:17][CH3:18])=[N:11]2.[OH-].[Li+]>CO>[C:26]([C:23]1[CH:24]=[CH:25][C:20]([CH2:19][C:9]2[C:10]([CH2:17][CH3:18])=[N:11][C:12]3[C:7]([C:8]=2[O:29][CH:30]([F:32])[F:31])=[C:6]([O:5][CH2:4][C:3]([OH:33])=[O:2])[CH:15]=[CH:14][C:13]=3[F:16])=[CH:21][CH:22]=1)(=[O:28])[CH3:27] |f:1.2|. Reported procedure: A solution of [3-(4-acetylbenzyl)-4-difluoromethoxy-2-ethyl-8-fluoroquinolin-5-yloxy]acetic acid methyl ester (0.13 g) in methanol (5.0 mL) was treated with 1.0M aqueous lithium hydroxide solution (0.54 mL), and the resulting mixture was stirred at room temperature for 30 minutes. The mixture was concentrated under reduced pressure, diluted with water and acidified by the addition of 0.1M aqueous hydrochloric acid. The mixture was extracted with ethyl acetate, and the combined extracts were wash...